This data is from the Open Reaction Database (ORD), a public repository of structured organic reaction records. The task is: describe an organic reaction: reactants, conditions, products, and yield The reactants are O=C1C(CC2(CCN(CC2)C(=O)OC(C)(C)C)CC1)C(=O)OC (3-tert-butyl 8-methyl 9-oxo-3-azaspiro[5.5]undecane-3,8-dicarboxylate), Cl.O (HCl—H2O). Product: Cl.C1CNCCC12CCC(CC2)=O (3-Azaspiro[5.5]undecan-9-one Hydrochloride). RXN SMILES: [O:1]=[C:2]1[CH2:19][CH2:18][C:5]2([CH2:10][CH2:9][N:8](C(OC(C)(C)C)=O)[CH2:7][CH2:6]2)[CH2:4][CH:3]1C(OC)=O.[ClH:24].O>>[ClH:24].[CH2:10]1[C:5]2([CH2:18][CH2:19][C:2](=[O:1])[CH2:3][CH2:4]2)[CH2:6][CH2:7][NH:8][CH2:9]1 |f:1.2,3.4|. Procedure details: To 3-tert-butyl 8-methyl 9-oxo-3-azaspiro[5.5]undecane-3,8-dicarboxylate (450 mg, 1.38 mmol) was added HCl—H2O (5 ml, 1:1) at 0° C. and the mixture was refluxed overnight. LCMS revealed complete consumption of the starting material and the mixture was concentrated to dryness. The crude product thus obtained was used directly in next step. Reactants: BrC1=CC=C(C=C1)C1=CC=2N(C(N1)=O)C=CN2 (7-(4-bromophenyl)imidazo[1,2-c]pyrimidin-5(6H)-one), P(=O)(Cl)(Cl)Cl (phosphoryl trichloride), C(C)N(C1=CC=CC=C1)CC (N,N-diethylaniline). Solvent: C(C)#N (acetonitrile). Run at temperature 50 celsius. Product: BrC1=CC=C(C=C1)C1=CC=2N(C(=N1)Cl)C=CN2 (7-(4-bromophenyl)-5-chloroimidazo[1,2-c]pyrimidine). Yield: 39.0%. Reaction SMILES: [Br:1][C:2]1[CH:7]=[CH:6][C:5]([C:8]2[NH:13][C:12](=O)[N:11]3[CH:15]=[CH:16][N:17]=[C:10]3[CH:9]=2)=[CH:4][CH:3]=1.P(Cl)(Cl)([Cl:20])=O.C(N(CC)C1C=CC=CC=1)C>C(#N)C>[Br:1][C:2]1[CH:7]=[CH:6][C:5]([C:8]2[N:13]=[C:12]([Cl:20])[N:11]3[CH:15]=[CH:16][N:17]=[C:10]3[CH:9]=2)=[CH:4][CH:3]=1. Procedure details: To a flask charged with 7-(4-bromophenyl)imidazo[1,2-c]pyrimidin-5(6H)-one (25.00 g, 86.173 mmol), phosphoryl trichloride (31.554 mL, 344.69 mmol), and N,N-diethylaniline (27.420 mL, 172.35 mmol) was added acetonitrile (200 mL) and the mixture was heated to 50° C. overnight. The reaction mixture was concentrated under reduced pressure and the residue diluted with water and DCM. The aqueous was neutralized with potassium carbonate and the bi-phasic mixture passed through a pad of celite to remove... Starting materials: solution, CC1(NC(CC(C1)NC(C(=O)OCC)=O)(C)C)C (ethyl N-(2,2,6,6-tetramethyl-4-piperidinyl)oxamate), CC1(NC(CC(C1)NC(CCC(=O)NN)=O)(C)C)C (N-(2,2,6,6-tetramethyl-4-piperidinyl)-N'-aminosuccinamide). The solvent is CO (methanol), CO (methanol). The product is CC1(NC(CC(C1)NC(C(=O)NNC(CCC(=O)NC1CC(NC(C1)(C)C)(C)C)=O)=O)(C)C)C (1-[N-(2,2,6,6-tetramethyl-4-piperidinyl)oxamoyl]-2-[N-(2,2,6,6-tetramethyl-4-piperidinyl)succinamoyl]hydrazine). As a reaction SMILES: [CH3:1][C:2]1([CH3:18])[CH2:7][CH:6]([NH:8][C:9](=[O:15])[C:10]([O:12]CC)=O)[CH2:5][C:4]([CH3:17])([CH3:16])[NH:3]1.[CH3:19][C:20]1([CH3:37])[CH2:25][CH:24]([NH:26][C:27](=[O:34])[CH2:28][CH2:29][C:30]([NH:32][NH2:33])=[O:31])[CH2:23][C:22]([CH3:36])([CH3:35])[NH:21]1>CO>[CH3:18][C:2]1([CH3:1])[CH2:7][CH:6]([NH:8][C:9](=[O:15])[C:10]([NH:33][NH:32][C:30](=[O:31])[CH2:29][CH2:28][C:27]([NH:26][CH:24]2[CH2:23][C:22]([CH3:35])([CH3:36])[NH:21][C:20]([CH3:37])([CH3:19])[CH2:25]2)=[O:34])=[O:12])[CH2:5][C:4]([CH3:16])([CH3:17])[NH:3]1. Reported procedure: Into a 3-necked 50 ml flask was introduced a 60.9% solution of ethyl N-(2,2,6,6-tetramethyl-4-piperidinyl)oxamate in methanol (4.27 g, 0.01 mole), N-(2,2,6,6-tetramethyl-4-piperidinyl)-N'-aminosuccinamide (2.7 g, 0.01 mole) and 25 ml of anhydrous methanol. The flask was equipped with a thermometer, a magnetic stirrer and a Dean Stark trap with a reflux condenser. The reaction mixture was heated to reflux for 1/2 hour. Liquid chromatography of the reaction mixture indicated that the starting mate...